From a dataset of the Open Reaction Database (ORD), a public repository of structured organic reaction records. describe an organic reaction: reactants, conditions, products, and yield Starting materials: COC1=NC=CC(=N1)N (2-Methoxy-pyrimidin-4-ylamine), [H-].[Na+] (sodium hydride), ClC=1SC(=CN1)C#N (2-chloro-thiazole-5-carbonitrile). Solvent: C1CCOC1 (THF). Conditions: time 2 hour. Product: COC1=NC=CC(=N1)NC=1SC(=CN1)C#N (2-(2-Methoxy-pyrimidin-4-ylamino)-thiazole-5-carbonitrile). Reaction SMILES: [H-].[Na+].[CH3:3][O:4][C:5]1[N:10]=[C:9]([NH2:11])[CH:8]=[CH:7][N:6]=1.Cl[C:13]1[S:14][C:15]([C:18]#[N:19])=[CH:16][N:17]=1>C1COCC1>[CH3:3][O:4][C:5]1[N:10]=[C:9]([NH:11][C:13]2[S:14][C:15]([C:18]#[N:19])=[CH:16][N:17]=2)[CH:8]=[CH:7][N:6]=1 |f:0.1|. Reported procedure: A flame dried flask under argon (g) was charged with sodium hydride (33 mg, 60% dispersion, 0.83 mmol) and 1.5 mL anhydrous THF. 2-Methoxy-pyrimidin-4-ylamine (26 mg, 0.21 mmol) was added slowly. After the resulting bubbling ceased, 2-chloro-thiazole-5-carbonitrile (30 mg, 0.21 mmol) was added and the reaction was heated to reflux. After 2 hours, the reaction was cooled to room temperature, the THF was removed in vacuo, and the mixture was diluted with water and adjusted to pH 7 with 1M HCl (aq)... Starting materials: ClC(C(Cl)(Cl)Cl)(Cl)Cl (hexachloroethane), ClCC1=CC=NO1 (5-chloromethyl isoxazole), FC=1C=C(C=C(C1)C1(CCOCC1)OC)O (3-fluoro-5-(4-methoxy-3,4,5,6-tetrahydro-2H-pyran-4-yl)phenol), CC1=C(C(=NO1)C1=CC=CC=C1)C1=CC=C(C=C1)S(=O)(=O)N (4-[5-methyl-3-phenylisoxazol-4-yl]benzenesulfonamide), CN(CCN(C)C)C (N,N,N′,N′-tetramethylethylenediamine), C(CCC)[Li] (Butyllithium), ClCC1=CC=NO1 (5-chloromethyl isoxazole). Solvent: O (water), O1CCOCC1 (dioxane), [OH-].[Na+] (sodium hydroxide), O1CCCC1 (tetrahydrofuran). Reaction conditions: temperature -30 celsius, time 30 minute. Product: FC=1C=C(OCC2=C(C(=NO2)C2=CC=CC=C2)C2=CC=C(C=C2)S(=O)(=O)N)C=C(C1)C1(CCOCC1)OC (4-[5-[[3-fluoro-5-(3,4,5,6-tetrahydro-4-methoxypyran-4-yl)-phenoxy]-methyl]-3-phenylisoxazol-4-yl]benzenesulfonamide). Yield: 16.9%. RXN SMILES: [CH3:1][C:2]1[O:6][N:5]=[C:4]([C:7]2[CH:12]=[CH:11][CH:10]=[CH:9][CH:8]=2)[C:3]=1[C:13]1[CH:18]=[CH:17][C:16]([S:19]([NH2:22])(=[O:21])=[O:20])=[CH:15][CH:14]=1.CN(C)CCN(C)C.C([Li])CCC.ClC(Cl)(Cl)C(Cl)(Cl)Cl.ClCC1ON=CC=1.[F:51][C:52]1[CH:53]=[C:54]([OH:66])[CH:55]=[C:56]([C:58]2([O:64][CH3:65])[CH2:63][CH2:62][O:61][CH2:60][CH2:59]2)[CH:57]=1>O1CCCC1.O1CCOCC1.[OH-].[Na+].O>[F:51][C:52]1[CH:53]=[C:54]([CH:55]=[C:56]([C:58]2([O:64][CH3:65])[CH2:59][CH2:60][O:61][CH2:62][CH2:63]2)[CH:57]=1)[O:66][CH2:1][C:2]1[O:6][N:5]=[C:4]([C:7]2[CH:8]=[CH:9][CH:10]=[CH:11][CH:12]=2)[C:3]=1[C:13]1[CH:18]=[CH:17][C:16]([S:19]([NH2:22])(=[O:21])=[O:20])=[CH:15][CH:14]=1 |f:8.9|. Reported procedure: A solution of 4-[5-methyl-3-phenylisoxazol-4-yl]benzenesulfonamide (1.0 g, 3.2 mmol) and N,N,N′,N′-tetramethylethylenediamine (1.12 g, 9.6 mmol) in tetrahydrofuran (100 mL) was cooled to −78° C. Butyllithium (6 mL, 1.6 M, 9.6 mmol) was then added to this solution. After 30 min, hexachloroethane (2.27 g, 9.6 mmol) was added to the reaction mixture, the reaction mixture was warmed to −30° C., and then quenched with dilute hydrochloric acid. The reaction mixture was extracted with ethyl acetate (10... Reactants: ClC1=C(C(=O)O)C=C(C(=C1)F)S(=O)(=O)Cl (2-chloro-5-(chlorosulfonyl)-4-fluorobenzoic acid), ClCCl (dichloromethane), C(C(=O)Cl)(=O)Cl (oxalyl chloride). Run in CN(C=O)C (N,N-dimethylformamide). Conditions: time 8 hour. The product is ClC1=C(C(=O)Cl)C=C(C(=C1)F)S(=O)(=O)Cl (2-chloro-5-(chlorosulfonyl)-4-fluorobenzoyl chloride). Reaction SMILES: [Cl:1][C:2]1[CH:10]=[C:9]([F:11])[C:8]([S:12]([Cl:15])(=[O:14])=[O:13])=[CH:7][C:3]=1[C:4](O)=[O:5].[Cl:16]CCl.C(Cl)(=O)C(Cl)=O>CN(C)C=O>[Cl:1][C:2]1[CH:10]=[C:9]([F:11])[C:8]([S:12]([Cl:15])(=[O:14])=[O:13])=[CH:7][C:3]=1[C:4]([Cl:16])=[O:5]. Procedure details: To 2-chloro-5-(chlorosulfonyl)-4-fluorobenzoic acid (1.092 g, 4.0 mmol) was added dichloromethane (10 mL), oxalyl chloride (2.8 mL) and one small drop of N,N-dimethylformamide. The mixture was stirred at room temperature overnight. The mixture was then concentrated to give 2-chloro-5-(chlorosulfonyl)-4-fluorobenzoyl chloride which was used without additional purification. Starting materials: ClC=1C=C(C=C(C1F)Cl)C(F)(F)F (3,5-dichloro-4-fluorobenzotrifluoride), NC1=NNC=N1 (3-amino-1,2,4-triazole), C([O-])([O-])=O.[K+].[K+] (potassium carbonate). Solvent: CN(C=O)C (dimethylformamide), O (water). Conditions: temperature 100 celsius. Product: NC1=NN(C=N1)C1=C(C=C(C=C1Cl)C(F)(F)F)Cl (3-Amino-1-(2,6-dichloro-4-trifluoromethylphenyl)-1,2,4-triazole). As a reaction SMILES: [Cl:1][C:2]1[CH:3]=[C:4]([C:10]([F:13])([F:12])[F:11])[CH:5]=[C:6]([Cl:9])[C:7]=1F.[NH2:14][C:15]1[N:19]=[CH:18][NH:17][N:16]=1.C(=O)([O-])[O-].[K+].[K+]>CN(C)C=O.O>[NH2:14][C:15]1[N:19]=[CH:18][N:17]([C:7]2[C:2]([Cl:1])=[CH:3][C:4]([C:10]([F:13])([F:12])[F:11])=[CH:5][C:6]=2[Cl:9])[N:16]=1 |f:2.3.4|. Procedure: To a solution of 3,5-dichloro-4-fluorobenzotrifluoride (1.0 g) in dimethylformamide (5 ml) was added 3-amino-1,2,4-triazole (360 mg) and potassium carbonate (296 mg), the mixture was heated at 100° C. for 2 hrs. The reaction was cooled to room temperature, diluted with water (100 ml) and extracted with ether (100 ml). The organic extracts were evaporated to dryness to give the title compounds as pale yellow crystals.